From a dataset of the Open Reaction Database (ORD), a public repository of structured organic reaction records. describe an organic reaction: reactants, conditions, products, and yield Reactants: O=C([O-])[O-], CO, BrCC1CCCCC1, [K+], [K+], O, O=Cc1ccc(O)cc1. Yields the product O=Cc1ccc(OCC2CCCCC2)cc1. Reaction SMILES: [C:20](=[O:21])([O-:22])[O-:23].[CH3:18][OH:19].[CH:10]1([CH2:16][Br:17])[CH2:11][CH2:12][CH2:13][CH2:14][CH2:15]1.[K+:24].[K+:25].[OH2:26].[OH:1][c:2]1[cH:3][cH:4][c:5]([CH:6]=[O:7])[cH:8][cH:9]1>>[O:1]([c:2]1[cH:3][cH:4][c:5]([CH:6]=[O:7])[cH:8][cH:9]1)[CH2:16][CH:10]1[CH2:11][CH2:12][CH2:13][CH2:14][CH2:15]1. Reactants: CCCCCCCCCCCCCCCCNc1ccc(CC(=O)OCC)cc1, CCO, Cl, [K+], [OH-], O, O. The product is CCCCCCCCCCCCCCCCNc1ccc(CC(=O)O)cc1. Reaction SMILES: [CH2:1]([CH2:2][CH2:3][CH2:4][CH2:5][CH2:6][CH2:7][CH2:8][CH2:9][CH2:10][CH2:11][CH2:12][CH2:13][CH2:14][CH2:15][CH3:16])[NH:17][c:18]1[cH:19][cH:20][c:21]([CH2:24][C:25](=[O:26])[O:27][CH2:28][CH3:29])[cH:22][cH:23]1.[CH2:33]([OH:34])[CH3:35].[ClH:36].[K+:31].[OH-:30].[OH2:32].[OH2:37]>>[CH2:1]([CH2:2][CH2:3][CH2:4][CH2:5][CH2:6][CH2:7][CH2:8][CH2:9][CH2:10][CH2:11][CH2:12][CH2:13][CH2:14][CH2:15][CH3:16])[NH:17][c:18]1[cH:19][cH:20][c:21]([CH2:24][C:25](=[O:26])[OH:27])[cH:22][cH:23]1. Reactants: C(C)(C)(C)[Sn](C(C)(C)C)(Cl)Cl (di-t-butyltin dichloride), [F-].[Na+] (sodium fluoride). The solvent is C(C)O (ethanol). Product: C(C)(C)(C)[Sn](C(C)(C)C)(F)Cl (Di-t-butyltin chloride fluoride). RXN SMILES: [C:1]([Sn:5]([Cl:11])(Cl)[C:6]([CH3:9])([CH3:8])[CH3:7])([CH3:4])([CH3:3])[CH3:2].[F-:12].[Na+]>C(O)C>[C:1]([Sn:5]([Cl:11])([F:12])[C:6]([CH3:9])([CH3:8])[CH3:7])([CH3:4])([CH3:3])[CH3:2] |f:1.2|. Procedure: An ethereal solution of di-t-butyltin dichloride (10 g., 50 ml.) was shaken vigorously with a filtered solution of sodium fluoride (3 g.) in aqueous ethanol (50 ml.). The white solid formed at the interface, was filtered, and washed with 95% ethanol followed by ether (7.0 g., 74%); the solid turns light brown at 254° but does not melt. (Found: C, 33.4; H, 6.4; Cl, 9.2; F, 8.7; Sn, 43.3. C8H18ClFSn requires C, 33.45; H, 6.3; Cl, 12.25; F, 6.65; Sn, 41.3%. The reactants are BrCc1ccccc1, O=C([O-])[O-], O=C([O-])O, CCCC[N+](CCCC)(CCCC)CCCC, CCOC(C)=O, [I-], [K+], [K+], [Na+], COC(=O)c1cnc2c(c1)NC(=O)CO2, CN(C)C=O. Product: COC(=O)c1cnc2c(c1)N(Cc1ccccc1)C(=O)CO2. RXN SMILES: [Br:22][CH2:23][c:24]1[cH:25][cH:26][cH:27][cH:28][cH:29]1.[C:16](=[O:17])([O-:18])[O-:19].[C:59](=[O:60])([OH:61])[O-:62].[CH2:36]([N+:37]([CH2:38][CH2:39][CH2:40][CH3:41])([CH2:42][CH2:43][CH2:44][CH3:45])[CH2:46][CH2:47][CH2:48][CH3:49])[CH2:50][CH2:51][CH3:52].[CH3:53][CH2:54][O:55][C:56]([CH3:57])=[O:58].[I-:35].[K+:20].[K+:21].[Na+:63].[O:1]=[C:2]1[NH:3][c:4]2[c:5]([n:8][cH:9][c:10]([C:12](=[O:13])[O:14][CH3:15])[cH:11]2)[O:6][CH2:7]1.[O:30]=[CH:31][N:32]([CH3:33])[CH3:34]>>[O:1]=[C:2]1[N:3]([CH2:23][c:24]2[cH:25][cH:26][cH:27][cH:28][cH:29]2)[c:4]2[c:5]([n:8][cH:9][c:10]([C:12](=[O:13])[O:14][CH3:15])[cH:11]2)[O:6][CH2:7]1.